From a dataset of the Open Reaction Database (ORD), a public repository of structured organic reaction records. describe an organic reaction: reactants, conditions, products, and yield Starting materials: COC1=CC=C(C=C1)C=1C=CC(N(N1)C)=O (6-(4-methoxyphenyl)-2-methyl-2H-pyridazin-3-one), B(Br)(Br)Br (BBr3). Run in C(Cl)Cl (DCM). Conditions: time 4 hour. Yields the product OC1=CC=C(C=C1)C=1C=CC(N(N1)C)=O (6-(4-Hydroxy-phenyl)-2-methyl-2H-pyridazin-3-one). As a reaction SMILES: C[O:2][C:3]1[CH:8]=[CH:7][C:6]([C:9]2[CH:10]=[CH:11][C:12](=[O:16])[N:13]([CH3:15])[N:14]=2)=[CH:5][CH:4]=1.B(Br)(Br)Br>C(Cl)Cl>[OH:2][C:3]1[CH:8]=[CH:7][C:6]([C:9]2[CH:10]=[CH:11][C:12](=[O:16])[N:13]([CH3:15])[N:14]=2)=[CH:5][CH:4]=1. Procedure: To 6-(4-methoxyphenyl)-2-methyl-2H-pyridazin-3-one (10 g, 46.3 mmol) in 15 mL DCM cooled on an ice-water bath to ˜5° C. was added 93 mL of BBr3 (1M soln in DCM) over 5 min. The ice bath was removed and the solution stirred at rt for 4 h. The reaction was cooled on an ice-bath and saturated NH4Cl solution (100 mL) added slowly. After the addition was complete, the DCM was removed under reduced pressure, excess water added and the product collected, washed 1× with MeOH (˜20 mL) and dried to give 9... Reactants: CN(C)C=O, O=C(Cl)C(=O)Cl, ClCCl, [Na], O, O, O=S(=O)(O)c1ccc(O)cc1. Yields the product O=S(=O)(Cl)c1ccc(O)cc1. RXN SMILES: [CH3:21][N:22]([CH3:23])[CH:24]=[O:25].[Cl:15][C:16]([C:17]([Cl:18])=[O:19])=[O:20].[Cl:26][CH2:27][Cl:28].[Na:1].[OH2:2].[OH2:3].[OH:4][c:5]1[cH:6][cH:7][c:8]([S:11](=[O:12])(=[O:13])[OH:14])[cH:9][cH:10]1>>[OH:4][c:5]1[cH:6][cH:7][c:8]([S:11](=[O:12])(=[O:14])[Cl:15])[cH:9][cH:10]1. Reactants: CC=1C=C(C=CC1C)C(C#N)NC1=CC=C(C=C1)S(N)(=O)=O (α-(3,4-dimethylphenyl)-α-(4-sulfamoylanilino)acetonitrile), O=CC(C)=C (methacrolein). The product is CC=1C=C(N(C1)C1=CC=C(C=C1)S(N)(=O)=O)C1=CC(=C(C=C1)C)C (4-Methyl-2-(3,4-dimethylphenyl)-1-(4-sulfamoylphenyl)pyrrole), powder. Yield: 69.0%. As a reaction SMILES: [CH3:1][C:2]1[CH:3]=[C:4]([CH:9]([NH:12][C:13]2[CH:18]=[CH:17][C:16]([S:19](=[O:22])(=[O:21])[NH2:20])=[CH:15][CH:14]=2)[C:10]#N)[CH:5]=[CH:6][C:7]=1[CH3:8].O=[CH:24][C:25](=C)[CH3:26]>>[CH3:26][C:25]1[CH:10]=[C:9]([C:4]2[CH:5]=[CH:6][C:7]([CH3:8])=[C:2]([CH3:1])[CH:3]=2)[N:12]([C:13]2[CH:18]=[CH:17][C:16]([S:19](=[O:22])(=[O:21])[NH2:20])=[CH:15][CH:14]=2)[CH:24]=1. Procedure: Following a procedure similar to that described in Example 1(iii), but using α-(3,4-dimethylphenyl)-α-(4-sulfamoylanilino)acetonitrile [prepared as described in step (ii) above] and methacrolein as starting materials, the title compound was obtained as a slightly brown amorphous powder (yield 69%).